From a dataset of the Open Reaction Database (ORD), a public repository of structured organic reaction records. describe an organic reaction: reactants, conditions, products, and yield Starting materials: NC1=C(C=CC=C1)O (2-aminophenol), NC1=C(C=CC=C1)S (2-aminothiophenol), NC1=C(N)C=CC=C1 (2-aminoaniline), substituted 4-aminobenzoic acid. Run in polyphosphoric acid. The product is O1C(=NC2=C1C=CC=C2)C2=CC=C(C=C2)N (4-benzoxazol-2-yl-phenylamine), S1C(=NC2=C1C=CC=C2)C2=CC=C(C=C2)N (4-benzothiazol-2-yl-phenylamine), N1=C(NC2=C1C=CC=C2)C2=CC=C(C=C2)N (4-benzimidazol-2-yl-phenylamine). As a reaction SMILES: [NH2:1][C:2]1[CH:7]=[CH:6][CH:5]=[CH:4][C:3]=1[OH:8].[NH2:9][C:10]1[CH:15]=[CH:14][CH:13]=[CH:12][C:11]=1[SH:16].[NH2:17][C:18]1[CH:24]=[CH:23][CH:22]=[CH:21][C:19]=1[NH2:20]>>[O:8]1[C:3]2[CH:4]=[CH:5][CH:6]=[CH:7][C:2]=2[N:1]=[C:18]1[C:13]1[CH:14]=[CH:15][C:10]([NH2:9])=[CH:11][CH:12]=1.[S:16]1[C:3]2[CH:4]=[CH:5][CH:6]=[CH:7][C:2]=2[N:1]=[C:11]1[C:23]1[CH:22]=[CH:21][C:19]([NH2:20])=[CH:18][CH:24]=1.[N:17]1[C:3]2[CH:4]=[CH:5][CH:6]=[CH:7][C:2]=2[NH:1][C:18]=1[C:13]1[CH:14]=[CH:15][C:10]([NH2:9])=[CH:11][CH:12]=1. Procedure: In Scheme 4a, a 2-aminophenol, 2-aminothiophenol or 2-aminoaniline derivative 4a is heated with an appropriately substituted 4-aminobenzoic acid 4b in polyphosphoric acid at about 170° C. to 200° C. for 4–10 hr, preferably 190° C. for 6 hr, to yield the corresponding 4-benzoxazol-2-yl-phenylamine, 4-benzothiazol-2-yl-phenylamine, or 4-benzimidazol-2-yl-phenylamine derivatives 1e4. Reactants: ClCC1=CC(N(O1)C1OC=CCC1)=O (5-chloromethyl-2-(1,2,3,4-tetrahydropyran-2-yl)isoxazol-3-(2H)one), C1COC(CC2=CC=C(C=C2)O)(C)O1 ((4-hydroxyphenyl)propan-2-one ethylene ketal), [Na] (sodium), Cl (hydrochloric acid). The solvent is C(C)O (ethanol), CC(=O)C (acetone), C(C)O (ethanol), C(C)O (ethanol). Reaction conditions: time 4 hour. The product is C(C(=O)C)C1=CC=C(OCC2=CC(=NO2)O)C=C1 (5-(4-acetonylphenoxymethyl)3-hydroxyisoxazole). Reaction SMILES: C1[O:14][C:4]([CH3:13])([CH2:5][C:6]2[CH:11]=[CH:10][C:9]([OH:12])=[CH:8][CH:7]=2)OC1.[Na].Cl[CH2:17][C:18]1[O:22][N:21](C2CCC=CO2)[C:20](=[O:29])[CH:19]=1.Cl>C(O)C.CC(C)=O>[CH2:5]([C:6]1[CH:7]=[CH:8][C:9]([O:12][CH2:17][C:18]2[O:22][N:21]=[C:20]([OH:29])[CH:19]=2)=[CH:10][CH:11]=1)[C:4]([CH3:13])=[O:14] |^1:14|. Procedure: A solution of (4-hydroxyphenyl)propan-2-one ethylene ketal (1.4 g) in ethanol, was treated with a solution of sodium (0.16 g) in ethanol (25 ml) and heated under reflux for 10 minutes. A solution of 5-chloromethyl-2-(1,2,3,4-tetrahydropyran-2-yl)isoxazol-3-(2H)one (1.5 g) in ethanol was added dropwise, and the reaction was heated for 18 hr. The cooled solution was evaporated in vacuo, the residue partitioned between ethylacetate and water, the organic layer separated, dried (magnesium sulphate),...